From a dataset of the Open Reaction Database (ORD), a public repository of structured organic reaction records. describe an organic reaction: reactants, conditions, products, and yield Starting materials: C(C)OC(=O)C(C(=O)OCC)(CC(=O)OCC)CCC (Diethyl 2-ethoxycarbonyl-2-n-propyl-succinate), [H-].[Al+3].[Li+].[H-].[H-].[H-] (lithium aluminium hydride), [OH-].[K+] (potassium hydroxide), P(=O)(O)(O)[O-].[K+] (potassium dihydrogen phosphate), P(=O)(O)([O-])[O-].[K+].[K+] (potassium monohydrogen phosphate). The solvent is CCOCC (ether), CCOCC (ether), C(C)(=O)O (acetic acid), O (water). Run at time 3 hour. Yields the product OCC(CCO)(CCC)CO (3,3-Di-(hydroxymethyl)-hexan-1-ol). As a reaction SMILES: C([O:3][C:4]([C:6]([CH2:18][CH2:19][CH3:20])([CH2:12][C:13](OCC)=[O:14])[C:7](OCC)=[O:8])=O)C.[H-].[Al+3].[Li+].[H-].[H-].[H-].[OH-].[K+].P([O-])(O)(O)=O.[K+].P([O-])([O-])(O)=O.[K+].[K+]>CCOCC.O.C(O)(=O)C>[OH:3][CH2:4][C:6]([CH2:7][OH:8])([CH2:18][CH2:19][CH3:20])[CH2:12][CH2:13][OH:14] |f:1.2.3.4.5.6,7.8,9.10,11.12.13|. Reported procedure: Diethyl 2-ethoxycarbonyl-2-n-propyl-succinate (55.8 g) in dry ether (50 ml.) was added slowly to a stirred suspension of lithium aluminium hydride (14.7 g.) in dry ether (150 ml.) at 0°, under a current of nitrogen. The mixture was stirred at room temperature for three hours and then refluxed, with stirring for four hours. A solution of potassium hydroxide (30.0 g.), potassium dihydrogen phosphate (22.0 g.) and potassium monohydrogen phosphate (22.0 g.) in water (200 ml.) was added to the cooled... Starting materials: [H-].[Na+] (sodium hydride), [Cl-].[NH4+] (ammonium chloride), C(COCCOCCO)O (triethylene glycol), BrC1=CC=C(CBr)C=C1 (4-bromobenzyl bromide). The solvent is CN(C=O)C (dimethylformamide). Yields the product BrC1=CC=C(C=C1)COCCOCCOCCOCC1=CC=C(C=C1)Br (1,12-bis(4-bromophenyl)-2,5,8,11-tetraoxadodecane). Yield: 90.7%. Reaction SMILES: [H-].[Na+].[CH2:3]([OH:12])[CH2:4][O:5][CH2:6][CH2:7][O:8][CH2:9][CH2:10][OH:11].[Br:13][C:14]1[CH:21]=[CH:20][C:17]([CH2:18]Br)=[CH:16][CH:15]=1.[Cl-].[NH4+]>CN(C)C=O>[Br:13][C:14]1[CH:21]=[CH:20][C:17]([CH2:18][O:12][CH2:3][CH2:4][O:5][CH2:6][CH2:7][O:8][CH2:9][CH2:10][O:11][CH2:18][C:17]2[CH:20]=[CH:21][C:14]([Br:13])=[CH:15][CH:16]=2)=[CH:16][CH:15]=1 |f:0.1,4.5|. Procedure details: To a solution of 355 mg (8.88 mmol) of sodium hydride contained at 60% in mineral oil in dry dimethylformamide (60 ml) was added 851 mg (5.67 mmol) of triethylene glycol in an atmosphere of argon, and the mixture was reacted at 40°-50° C. for 30 min. followed by addition of 3.37 g (13.5 mmol) of 4-bromobenzyl bromide. The mixture was allowed to react at room temperature for 18 hours. To the reaction mixture at 0° C. was added a saturated aqueous solution of ammonium chloride followed by extracti...